describe an organic reaction: reactants, conditions, products, and yield From a dataset of the Open Reaction Database (ORD), a public repository of structured organic reaction records. Starting materials: II (iodine), S(=S)(=O)([O-])[O-].[Na+].[Na+] (sodium thiosulfate), FC=1C=C(C=CC1)CCC1=CC=C(C=C1)CCC (3-fluoro-(2-(4-propylphenyl)ethyl)benzene), [Li]C(C)CC (sec-BuLi). Run in C1CCOC1 (THF), C1CCOC1 (THF). Conditions: temperature -60 celsius, time 1 hour. Yields the product FC=1C=C(C=CC1I)CCC1=CC=C(C=C1)CCC (3-fluoro-4-iodo-(2-(4-propylphenyl)ethyl)benzene). Isolated yield 89.6%. Reaction SMILES: [F:1][C:2]1[CH:3]=[C:4]([CH2:8][CH2:9][C:10]2[CH:15]=[CH:14][C:13]([CH2:16][CH2:17][CH3:18])=[CH:12][CH:11]=2)[CH:5]=[CH:6][CH:7]=1.[Li]C(CC)C.[I:24]I.S([O-])([O-])(=O)=S.[Na+].[Na+]>C1COCC1>[F:1][C:2]1[CH:3]=[C:4]([CH2:8][CH2:9][C:10]2[CH:11]=[CH:12][C:13]([CH2:16][CH2:17][CH3:18])=[CH:14][CH:15]=2)[CH:5]=[CH:6][C:7]=1[I:24] |f:3.4.5|. Procedure details: In a solution of 4.8 g (19.7 mmol) of the 3-fluoro-(2-(4-propylphenyl)ethyl)benzene obtained in the previous step in 25 ml of THF was added dropwise 23 ml of sec-BuLi (1.04 M, cyclohexane solution, corresponding to 23.7 mmol) while being maintained at a temperature lower than −60° C., and they were stirred at the same temperature for 1 hour. Subsequently, a solution of 7.5 g (29.6 mmol) of iodine in 20 ml of THF was added dropwise to the reaction mixture while being maintained at a temperature l... Starting materials: [O-]CC.[Na+] (sodium ethoxide), Cl.NC(=N)N (guanidine HCl), C(=S)=C1NCC(C1C(=O)OCC)CCC1=CC=C(C(=O)O)C=C1 (4-(2-(2-thiocarbonyl-3-carboethoxypyrrolidin-4-yl)ethyl)benzoic acid), C(C)O (ethanol), [H-].[Na+] (sodium hydride). Conditions: temperature 50 celsius, time 20 minute. Yields the product NC=1NC(C2=C(N1)NCC2CCC2=CC=C(C(=O)O)C=C2)=O (4-(2-[2-amino-4,5,6,7-tetrahydro-4-oxo-3H-pyrrolo[2,3-d]pyrimidin-5yl]ethyl)benzoic acid). Isolated yield 80.5%. As a reaction SMILES: [O-]CC.[Na+].C(O)C.[H-].[Na+].Cl.[NH2:11][C:12]([NH2:14])=[NH:13].C(=[C:17]1[CH:21]([C:22](OCC)=[O:23])[CH:20]([CH2:27][CH2:28][C:29]2[CH:37]=[CH:36][C:32]([C:33]([OH:35])=[O:34])=[CH:31][CH:30]=2)[CH2:19][NH:18]1)=S>>[NH2:13][C:12]1[NH:14][C:22](=[O:23])[C:21]2[CH:20]([CH2:27][CH2:28][C:29]3[CH:37]=[CH:36][C:32]([C:33]([OH:35])=[O:34])=[CH:31][CH:30]=3)[CH2:19][NH:18][C:17]=2[N:11]=1 |f:0.1,3.4,5.6|. Reported procedure: A solution of sodium ethoxide in ethanol [prepared by reaction of 1.06 grams (44.1 mmol) of sodium hydride and 50 ml of ethanol] was combined with 4.22 grams (44.1 mmol) of guanidine HCl and then stirred at 50° C. for 20 minutes. The cooled suspension was filtered (celite) to remove NaCl and the filtrate was mixed with 2.83 grams (8.81 mmol) of 4-(2-(2-thiocarbonyl-3-carboethoxypyrrolidin-4-yl)ethyl)benzoic acid. The resulting solution was concentrated in vacuo to remove most of the alcohol and ... Reactants: C(C1=CC=CC=C1)(=O)N (benzamide), C(=O)([O-])[O-].[K+].[K+] (K2CO3), [C@@H]1([C@@H](CCCC1)N)N (trans-1,2-Cyclohexanediamine), BrC1=C(C=CC=C1)OC (2-bromoanisole). Reagents/catalysts: [Cu]I (CuI). Solvent: O1CCOCC1 (dioxane). Reaction conditions: temperature 110 celsius, time 23 hour. Yields the product COC1=C(C=CC=C1)NC(C1=CC=CC=C1)=O (N-(2-Methoxyphenyl)benzamide). Isolated yield 82.7%. As a reaction SMILES: [C:1]([NH2:9])(=[O:8])[C:2]1[CH:7]=[CH:6][CH:5]=[CH:4][CH:3]=1.C([O-])([O-])=O.[K+].[K+].[C@@H]1(N)CCCC[C@H]1N.Br[C:25]1[CH:30]=[CH:29][CH:28]=[CH:27][C:26]=1[O:31][CH3:32]>[Cu]I.O1CCOCC1>[CH3:32][O:31][C:26]1[CH:27]=[CH:28][CH:29]=[CH:30][C:25]=1[NH:9][C:1](=[O:8])[C:2]1[CH:7]=[CH:6][CH:5]=[CH:4][CH:3]=1 |f:1.2.3|. Procedure details: An oven-dried resealable Schlenk tube was charged with CuI (6.0 mg, 0.0315 mmol, 1.0 mol %), benzamide (460 mg, 3.80 mmol), K2CO3 (850 mg, 6.15 mmol), evacuated and backfilled with argon. trans-1,2-Cyclohexanediamine (40 μL, 0.333 mmol, 11 mol %), 2-bromoanisole (0.38 mL, 3.05 mmol) and dioxane (0.50 mL) were added under argon. The Schlenk tube was sealed and the reaction mixture was stirred magnetically at 110° C. for 23 h. The resulting suspension was cooled to room temperature and filtered th... The reactants are [Al+3], CCCCCC(=O)N1CCC(C)(c2cccc(-c3nn[nH]c3F)c2)C(C)C1, CCOCC, [H-], [H-], [H-], [H-], [Li+]. The product is CCCCCCN1CCC(C)(c2cccc(-c3nn[nH]c3F)c2)C(C)C1. As a reaction SMILES: [Al+3:29].[C:1]([CH2:2][CH2:3][CH2:4][CH2:5][CH3:6])(=[O:7])[N:8]1[CH2:9][CH:10]([CH3:27])[C:11]([CH3:14])([c:15]2[cH:16][c:17](-[c:21]3[n:22][n:23][nH:24][c:25]3[F:26])[cH:18][cH:19][cH:20]2)[CH2:12][CH2:13]1.[CH3:34][CH2:35][O:36][CH2:37][CH3:38].[H-:28].[H-:31].[H-:32].[H-:33].[Li+:30]>>[CH2:1]([CH2:2][CH2:3][CH2:4][CH2:5][CH3:6])[N:8]1[CH2:9][CH:10]([CH3:27])[C:11]([CH3:14])([c:15]2[cH:16][c:17](-[c:21]3[n:22][n:23][nH:24][c:25]3[F:26])[cH:18][cH:19][cH:20]2)[CH2:12][CH2:13]1. The reactants are C1(=CC=CC=C1)C=NN1C(N(C(C1)=O)CCCCCl)=O (1-phenylmethyleneamino-3-(4-chlorobutyl)-2,4 imidazolidinedione), [I-].[Na+] (sodium iodide). Run in CC(=O)C (acetone). The product is C1(=CC=CC=C1)C=NN1C(N(C(C1)=O)CCCCI)=O (1-phenylmethyleneamino-3-(4-iodobutyl)-2,4-imidazolidinedione). Yield: 91.1%. Reaction SMILES: [C:1]1([CH:7]=[N:8][N:9]2[CH2:13][C:12](=[O:14])[N:11]([CH2:15][CH2:16][CH2:17][CH2:18]Cl)[C:10]2=[O:20])[CH:6]=[CH:5][CH:4]=[CH:3][CH:2]=1.[I-:21].[Na+]>CC(C)=O>[C:1]1([CH:7]=[N:8][N:9]2[CH2:13][C:12](=[O:14])[N:11]([CH2:15][CH2:16][CH2:17][CH2:18][I:21])[C:10]2=[O:20])[CH:6]=[CH:5][CH:4]=[CH:3][CH:2]=1 |f:1.2|. Procedure details: A mixture of 1-phenylmethyleneamino-3-(4-chlorobutyl)-2,4 imidazolidinedione (prepared as described in Part I above) (43.1 g, 0.1467 mole), acetone (1200 ml) and sodium iodide (48.4 g, 0.3227 mole) is heated to reflux. Reflux is maintained for 5 hours. The mixture is filtered, collecting the insoluble. The filtrate is recharged with sodium iodide (10 g) and reflux is resumed and is maintained for 15 hours. After cooling to ambient temperature, the mixture is filtered, removing the insoluble NaCl... The reactants are C(C)OC(C(=CN(C)C)C1=CC=C(C=C1)C)=O (ethyl-2-(4-toluyl)-3-dimethylaminopropenoate), C(C)OC(C(=CN(C)C)C(C1=CC=CC=C1)=O)=O (ethyl-2-benzoyl-3-dimethylaminopropenoate). Product: C(C)OC(=O)C=1C=NOC1C1=CC=C(C=C1)C (ethyl-5-(4'-methylphenyl)-4-isoxazolecarboxylate). Isolated yield 59.0%. RXN SMILES: [CH2:1](OC(=O)C(C1C=CC(C)=CC=1)=CN(C)C)C.[CH2:18]([O:20][C:21](=[O:35])[C:22]([C:27](=[O:34])[C:28]1[CH:33]=[CH:32][CH:31]=[CH:30][CH:29]=1)=[CH:23][N:24](C)C)[CH3:19]>>[CH2:18]([O:20][C:21]([C:22]1[CH:23]=[N:24][O:34][C:27]=1[C:28]1[CH:33]=[CH:32][C:31]([CH3:1])=[CH:30][CH:29]=1)=[O:35])[CH3:19]. Procedure: The procedure of Example 15 was employed utilizing ethyl-2-(4-toluyl)-3-dimethylaminopropenoate in lieu of ethyl-2-benzoyl-3-dimethylaminopropenoate to yield ethyl-5-(4'-methylphenyl)-4-isoxazolecarboxylate (2.03 g.; 59% yield) having a melting point of 42°-44° C. and the following analysis: